Dataset: the Open Reaction Database (ORD), a public repository of structured organic reaction records. Task: describe an organic reaction: reactants, conditions, products, and yield Reactants: C(C)(C)(C)[Li] (tert-butyllithium), BrC=1C=C2C(=NNC2=CC1)CC (5-Bromo-3-ethyl-1H-indazole), CN(C=O)C (N,N-dimethylformamide). Run in C1CCOC1 (THF). Yields the product C(C)C1=NNC2=CC=C(C=C12)C=O (3-Ethyl-1H-indazole-5-carbaldehyde). As a reaction SMILES: Br[C:2]1[CH:3]=[C:4]2[C:8](=[CH:9][CH:10]=1)[NH:7][N:6]=[C:5]2[CH2:11][CH3:12].C([Li])(C)(C)C.CN(C)[CH:20]=[O:21]>C1COCC1>[CH2:11]([C:5]1[C:4]2[C:8](=[CH:9][CH:10]=[C:2]([CH:20]=[O:21])[CH:3]=2)[NH:7][N:6]=1)[CH3:12]. Procedure: A solution of 6.90 g (30.7 mmol) 5-bromo-3-ethyl-1H-indazole (Example 9A) in THF (300 ml) was cooled to −78° C. At this temperature, 63.1 ml (107 mmol) of tert-butyllithium solution (1.7 M in n-pentane) were slowly added. The mixture was stirred at −78° C. for 30 minutes before N,N-dimethylformamide (80.0 ml) was slowly added. The cooling bath was removed, and stirring was continued until room temperature was reached. Then, water (250 ml) was added carefully. The mixture was extracted several ti... The reactants are C1CCOC1, O, CC(C)(C)OC(=O)N1CCCC(CO)C1, O=C(O)CC(O)(CC(=O)O)C(=O)O, Cc1ccc(S(=O)(=O)Cl)cc1, c1ccncc1. Yields the product Cc1ccc(S(=O)(=O)OCC2CCCN(C(=O)OC(C)(C)C)C2)cc1. RXN SMILES: [O:46]1[CH2:47][CH2:48][CH2:49][CH2:50]1.[OH2:51].[OH:1][CH2:2][CH:3]1[CH2:4][N:5]([C:9](=[O:10])[O:11][C:12]([CH3:13])([CH3:14])[CH3:15])[CH2:6][CH2:7][CH2:8]1.[OH:33][C:34]([CH2:35][C:36]([C:37](=[O:38])[OH:39])([CH2:40][C:41](=[O:42])[OH:43])[OH:44])=[O:45].[c:22]1([CH3:32])[cH:23][cH:24][c:25]([S:28](=[O:29])(=[O:30])[Cl:31])[cH:26][cH:27]1.[cH:16]1[cH:17][cH:18][n:19][cH:20][cH:21]1>>[O:1]([CH2:2][CH:3]1[CH2:4][N:5]([C:9](=[O:10])[O:11][C:12]([CH3:13])([CH3:14])[CH3:15])[CH2:6][CH2:7][CH2:8]1)[S:28]([c:25]1[cH:24][cH:23][c:22]([CH3:32])[cH:27][cH:26]1)(=[O:29])=[O:30]. The reactants are CO, Cl, C1CCNCC1, [Na+], [OH-], CC(=O)c1cc(C(=O)c2cccc3ccccc23)n(C)c1. Yields the product Cn1cc(C(=O)CCN2CCCCC2)cc1C(=O)c1cccc2ccccc12. Reaction SMILES: [CH3:31][OH:32].[ClH:22].[NH:23]1[CH2:24][CH2:25][CH2:26][CH2:27][CH2:28]1.[Na+:30].[OH-:29].[c:1]1([C:11](=[O:12])[c:13]2[cH:14][c:15]([C:19]([CH3:20])=[O:21])[cH:16][n:17]2[CH3:18])[cH:2][cH:3][cH:4][c:5]2[cH:6][cH:7][cH:8][cH:9][c:10]12>>[c:1]1([C:11](=[O:12])[c:13]2[cH:14][c:15]([C:19]([CH2:20][CH2:31][N:23]3[CH2:24][CH2:25][CH2:26][CH2:27][CH2:28]3)=[O:21])[cH:16][n:17]2[CH3:18])[cH:2][cH:3][cH:4][c:5]2[cH:6][cH:7][cH:8][cH:9][c:10]12. Starting materials: Cc1csc(N)n1, Cc1ccccc1, COC(=O)c1ccccc1Oc1ccnc(Cl)c1, [K+], [K+], [K+], O=C(C=Cc1ccccc1)C=Cc1ccccc1, O=C(C=Cc1ccccc1)C=Cc1ccccc1, O=C(C=Cc1ccccc1)C=Cc1ccccc1, O, O=P([O-])([O-])[O-], [Pd], [Pd], CC1(C)c2cccc(P(c3ccccc3)c3ccccc3)c2Oc2c(P(c3ccccc3)c3ccccc3)cccc21. Yields the product COC(=O)c1ccccc1Oc1ccnc(Nc2nc(C)cs2)c1. RXN SMILES: [CH3:19][c:20]1[n:21][c:22]([NH2:25])[s:23][cH:24]1.[CH3:76][c:77]1[cH:78][cH:79][cH:80][cH:81][cH:82]1.[Cl:1][c:2]1[n:3][cH:4][cH:5][c:6]([O:8][c:9]2[c:10]([C:11](=[O:12])[O:13][CH3:14])[cH:15][cH:16][cH:17][cH:18]2)[cH:7]1.[K+:31].[K+:32].[K+:33].[O:103]=[C:104]([CH:105]=[CH:106][c:107]1[cH:108][cH:109][cH:110][cH:111][cH:112]1)[CH:113]=[CH:114][c:115]1[cH:116][cH:117][cH:118][cH:119][cH:120]1.[O:121]=[C:122]([CH:123]=[CH:124][c:125]1[cH:126][cH:127][cH:128][cH:129][cH:130]1)[CH:131]=[CH:132][c:133]1[cH:134][cH:135][cH:136][cH:137][cH:138]1.[O:85]=[C:86]([CH:87]=[CH:88][c:89]1[cH:90][cH:91][cH:92][cH:93][cH:94]1)[CH:95]=[CH:96][c:97]1[cH:98][cH:99][cH:100][cH:101][cH:102]1.[OH2:139].[P:26]([O-:27])([O-:28])([O-:29])=[O:30].[Pd:83].[Pd:84].[c:34]1([P:35]([c:36]2[cH:37][cH:38][cH:39][cH:40][cH:41]2)[c:42]2[c:43]3[c:67]([cH:68][cH:69][cH:70]2)[C:64]([CH3:65])([CH3:66])[c:46]2[c:45]([c:50]([P:51]([c:52]4[cH:53][cH:54][cH:55][cH:56][cH:57]4)[c:58]4[cH:59][cH:60][cH:61][cH:62][cH:63]4)[cH:49][cH:48][cH:47]2)[O:44]3)[cH:71][cH:72][cH:73][cH:74][cH:75]1>>[c:2]1([NH:25][c:22]2[n:21][c:20]([CH3:19])[cH:24][s:23]2)[n:3][cH:4][cH:5][c:6]([O:8][c:9]2[c:10]([C:11](=[O:12])[O:13][CH3:14])[cH:15][cH:16][cH:17][cH:18]2)[cH:7]1. The reactants are C1(=CC=C(C=C1)S(=O)(=O)N1[C@@H](CSCC1)C(=O)O)C ((3R)-4-(4-toluenesulfonyl)thiomorpholine-3-carboxylic acid), Cl.C(C)OC([C@@H](N)CC(C)C)=O (L-leucine ethyl ester hydrochlorid), C1CCC(CC1)N=C=NC2CCCCC2 (DCC), TEA. Reagents/catalysts: CN(C)C=1C=CN=CC1 (DMAP). Run in C(Cl)Cl (CH2Cl2). Run at time 24 hour. The product is C(C)OC(C(CC(C)C)NC(=O)[C@H]1N(CCSC1)S(=O)(=O)C1=CC=C(C=C1)C)=O (2-{[(3R)-4-(4-toluenesulfonyl)thiomorpholine-3-carbonyl]amino}-4-methyl-pentanoic acid ethyl ester). Isolated yield 81.3%. As a reaction SMILES: [C:1]1([CH3:19])[CH:6]=[CH:5][C:4]([S:7]([N:10]2[CH2:15][CH2:14][S:13][CH2:12][C@H:11]2[C:16]([OH:18])=O)(=[O:9])=[O:8])=[CH:3][CH:2]=1.Cl.[CH2:21]([O:23][C:24](=[O:31])[C@H:25]([CH2:27][CH:28]([CH3:30])[CH3:29])[NH2:26])[CH3:22].C1CCC(N=C=NC2CCCCC2)CC1>CN(C1C=CN=CC=1)C.C(Cl)Cl>[CH2:21]([O:23][C:24](=[O:31])[CH:25]([NH:26][C:16]([C@@H:11]1[CH2:12][S:13][CH2:14][CH2:15][N:10]1[S:7]([C:4]1[CH:3]=[CH:2][C:1]([CH3:19])=[CH:6][CH:5]=1)(=[O:8])=[O:9])=[O:18])[CH2:27][CH:28]([CH3:29])[CH3:30])[CH3:22] |f:1.2|. Reported procedure: 0.301 g (1 mmol) of (3R)-4-(4-toluenesulfonyl)thiomorpholine-3-carboxylic acid, 0.215 g (1.1 mmol) of L-leucine ethyl ester hydrochlorid, 0.227 g (1.2 mmol) of DCC and 0.122 g (1 mmol) of DMAP were dissolved in 30 mL of CH2Cl2, 0.2 ml (1.4 mmol) of TEA was added. The mixture was stirred for 24 h at room temperature. The solid was filtrated and the solvent was evaporated. The residual was dissolved in a suitable amount of ethyl acetate (20 ml) and then the mixture was filtered to remove insoluble... Starting materials: COC1=CC=C(COC(=O)N2[C@@H](C[C@H](C2)O)CN=[N+]=[N-])C=C1 ((2S,4R)-1-p-methoxybenzyloxycarbonyl-4-hydroxy-2-azidomethylpyrrolidine), C(=O)[O-].[NH4+] (ammonium formate). Reagents/catalysts: [Pd] (palladium on charcoal). The solvent is CO (methanol), ClCCl (dichloromethane). Reaction conditions: temperature 45 celsius, time 2 hour. Yields the product C(=O)O.COC1=CC=C(COC(=O)N2[C@@H](C[C@H](C2)O)CN)C=C1 ((2S,4R)-1-p-methoxybenzyloxycarbonyl-4-hydroxy-2-aminomethylpyrrolidine formate). Isolated yield 144.3%. RXN SMILES: [CH3:1][O:2][C:3]1[CH:22]=[CH:21][C:6]([CH2:7][O:8][C:9]([N:11]2[CH2:15][C@H:14]([OH:16])[CH2:13][C@H:12]2[CH2:17][N:18]=[N+]=[N-])=[O:10])=[CH:5][CH:4]=1.C([O-])=O.[NH4+]>CO.[Pd].ClCCl>[CH:9]([OH:10])=[O:8].[CH3:1][O:2][C:3]1[CH:4]=[CH:5][C:6]([CH2:7][O:8][C:9]([N:11]2[CH2:15][C@H:14]([OH:16])[CH2:13][C@H:12]2[CH2:17][NH2:18])=[O:10])=[CH:21][CH:22]=1 |f:1.2,6.7|. Procedure details: To a solution of the thus obtained (2S,4R)-1-p-methoxybenzyloxycarbonyl-4-hydroxy-2-azidomethylpyrrolidine (5.57 g: 18.18 mmole) in methanol (30 ml) are added, 5% palladium on charcoal (560 mg) and ammonium formate (2.3 g). The mixture is stirred at 45° C. for 2 hours. The reaction mixture is diluted with dichloromethane (50 ml), filtered to remove the catalyst, and concentrated in vacuo. The residue is crystallized from a mixture of dichloromethane and ether and washed with ether to give (2S,4R... Reactants: FC(C1=CC=C(C=C1)NC(=O)N1NC2C(C1)(COC1=C2C=CC=C1)C(=O)OC)(F)F (Methyl 1,2,3,3a,4,9b-hexahydro-2[[[4-(trifluoromethyl)phenyl]amino]carbonyl][1]benzopyrano[4,3-c]pyrazole-3a-carboxylate), CN=C=O (methyl isocyanate). The reagents and catalysts are C(C)N(CC)CC (triethylamine). The solvent is CCOCC (ether). Reaction conditions: time 30 minute. Product: CNC(=O)N1N(CC2(C1C1=C(OC2)C=CC=C1)C(=O)OC)C(=O)NC1=CC=C(C=C1)C(F)(F)F (Methyl 1,2,3,3a,4,9b-hexahydro-1-[(methylamino)carbonyl]-2-[[[4-(trifluoromethyl)phenyl]amino]carbonyl][1]benzopyrano[4,3-c]pyrazole-3a-carboxylate). The yield is 53.0%. Reaction SMILES: [F:1][C:2]([F:30])([F:29])[C:3]1[CH:8]=[CH:7][C:6]([NH:9][C:10]([N:12]2[CH2:16][C:15]3([C:25]([O:27][CH3:28])=[O:26])[CH2:17][O:18][C:19]4[CH:24]=[CH:23][CH:22]=[CH:21][C:20]=4[CH:14]3[NH:13]2)=[O:11])=[CH:5][CH:4]=1.[CH3:31][N:32]=[C:33]=[O:34]>CCOCC.C(N(CC)CC)C>[CH3:31][NH:32][C:33]([N:13]1[CH:14]2[C:20]3[CH:21]=[CH:22][CH:23]=[CH:24][C:19]=3[O:18][CH2:17][C:15]2([C:25]([O:27][CH3:28])=[O:26])[CH2:16][N:12]1[C:10]([NH:9][C:6]1[CH:7]=[CH:8][C:3]([C:2]([F:1])([F:29])[F:30])=[CH:4][CH:5]=1)=[O:11])=[O:34]. Reported procedure: The product (0.125 g, 0.000296 mol) of Example 6, Step B was dissolved in 5 mL ether and 0.023 g of methyl isocyanate was added and stirred for 30 min. Three drops of triethylamine was added and the reaction was stirred for 18 hours at room temperature. A white precipitate had formed, was filtered, rinsed with ether and dried to afford 0.075 g of a white solid; mp 208°-209° C.